describe an organic reaction: reactants, conditions, products, and yield From a dataset of the Open Reaction Database (ORD), a public repository of structured organic reaction records. The reactants are COC=1C=C(C(=O)OC)C=CC1CC1=CN(C2=CC=C(C=C12)N)CC1=NC2=CC(=CC=C2C=C1)Cl (Methyl 3-methoxy-4-(5-amino-1-(7-chloroquinolin-2-ylmethyl)indol-3-ylmethyl)benzoate), CN1CCOCC1 (N-methylmorpholine), C1(CCCC1)OC(=O)Cl (cyclopentylchloroformate). Run in C(Cl)Cl (CH2Cl2). Conditions: time 15 minute. Product: COC=1C=C(C(=O)OC)C=CC1CC1=CN(C2=CC=C(C=C12)NC(=O)OC1CCCC1)CC1=NC2=CC(=CC=C2C=C1)Cl (Methyl 3-methoxy-4-(5-cyclopentyloxycarbonylamino-1-(7-chloroquinoline-2-ylmethyl)indol-3-ylmethyl)benzoate). RXN SMILES: [CH3:1][O:2][C:3]1[CH:4]=[C:5]([CH:10]=[CH:11][C:12]=1[CH2:13][C:14]1[C:22]2[C:17](=[CH:18][CH:19]=[C:20]([NH2:23])[CH:21]=2)[N:16]([CH2:24][C:25]2[CH:34]=[CH:33][C:32]3[C:27](=[CH:28][C:29]([Cl:35])=[CH:30][CH:31]=3)[N:26]=2)[CH:15]=1)[C:6]([O:8][CH3:9])=[O:7].CN1CCOCC1.[CH:43]1([O:48][C:49](Cl)=[O:50])[CH2:47][CH2:46][CH2:45][CH2:44]1>C(Cl)Cl>[CH3:1][O:2][C:3]1[CH:4]=[C:5]([CH:10]=[CH:11][C:12]=1[CH2:13][C:14]1[C:22]2[C:17](=[CH:18][CH:19]=[C:20]([NH:23][C:49]([O:48][CH:43]3[CH2:47][CH2:46][CH2:45][CH2:44]3)=[O:50])[CH:21]=2)[N:16]([CH2:24][C:25]2[CH:34]=[CH:33][C:32]3[C:27](=[CH:28][C:29]([Cl:35])=[CH:30][CH:31]=3)[N:26]=2)[CH:15]=1)[C:6]([O:8][CH3:9])=[O:7]. Procedure details: To the solution of the amine from Step 2 in CH2Cl2 (4 ml) at r.t. was successively added N-methylmorpholine (130 μl, 3 eq.) followed by cyclopentylchloroformate (176 μl, 3 eq.). After 15 mins, the mixture was quenched with aq NH4Cl and worked up in the usual manner. Chromatography on silica gel (EtOAc/toluene, 1:9) afforded the title carbamate (170 mg). The reactants are C(C)(=O)SC1/C(/CN(CC1)C(C(=O)C1CC1)C1=C(C=CC=C1)F)=C/C=1OC=CC1 ((E)-4-(acetylsulfanyl)-1-[2-cyclopropyl-1-(2-fluorophenyl)-2-oxoethyl]-3-[(furan-2-yl)methylidene]piperidine), C([O-])([O-])=O.[K+].[K+] (potassium carbonate), O (water). Procedure details: To a solution of (E)-4-(acetylsulfanyl)-1-[2-cyclopropyl-1-(2-fluorophenyl)-2-oxoethyl]-3-[(furan-2-yl)methylidene]piperidine (100 mg) in methanol (2.5 ml) was added potassium carbonate (50 mg) under ice-cooling, and the resulting mixture was stirred at room temperature for 15 minutes. After stirring, water was added to the reaction mixture, and the resulting mixture was extracted with dichloromethane. The extract was washed with saturated aqueous sodium chloride solution, and the organic layer ... Conditions: time 15 minute. Reaction SMILES: C([S:4][CH:5]1[CH2:10][CH2:9][N:8]([CH:11]([C:17]2[CH:22]=[CH:21][CH:20]=[CH:19][C:18]=2[F:23])[C:12]([CH:14]2[CH2:16][CH2:15]2)=[O:13])[CH2:7]/[C:6]/1=[CH:24]\[C:25]1[O:26][CH:27]=[CH:28][CH:29]=1)(=O)C.C(=O)([O-])[O-].[K+].[K+].O>CO>[CH:14]1([C:12](=[O:13])[CH:11]([N:8]2[CH2:9][CH2:10][CH:5]([SH:4])/[C:6](=[CH:24]/[C:25]3[O:26][CH:27]=[CH:28][CH:29]=3)/[CH2:7]2)[C:17]2[CH:22]=[CH:21][CH:20]=[CH:19][C:18]=2[F:23])[CH2:16][CH2:15]1 |f:1.2.3|. Yield: 44.5%. The solvent is CO (methanol). The product is C1(CC1)C(C(C1=C(C=CC=C1)F)N1C\C(\C(CC1)S)=C/C=1OC=CC1)=O ((E)-1-[2-Cyclopropyl-1-(2-fluorophenyl)-2-oxoethyl]-3-[(furan-2-yl)methylidene]-4-sulfanylpiperidine). The reactants are COC1=C(C(=CC=C1OCOC)OC)B(O)O (2,6-Dimethoxy-3-methoxymethoxybenzeneboronic acid), COC([C@@H](NC(C1=C(C=CC=C1Cl)Cl)=O)CC1=CC=C(C=C1)OS(=O)(=O)C(F)(F)F)=O (N-(2,6-dichlorobenzoyl)-O-(trifluoromethanesulfonyl)-L-tyrosine methyl ester). The product is COC([C@@H](NC(C1=C(C=CC=C1Cl)Cl)=O)CC1=CC=C(C=C1)C1=C(C(=CC=C1OC)OCOC)OC)=O (N-(2,6-dichlorobenzoyl)-4-(2,6-dimethoxy-3-methoxymethoxyphenyl)-L-phenylalanine methyl ester). As a reaction SMILES: [CH3:1][O:2][C:3]1[C:8]([O:9][CH2:10][O:11][CH3:12])=[CH:7][CH:6]=[C:5]([O:13][CH3:14])[C:4]=1B(O)O.[CH3:18][O:19][C:20](=[O:48])[C@H:21]([CH2:33][C:34]1[CH:39]=[CH:38][C:37](OS(C(F)(F)F)(=O)=O)=[CH:36][CH:35]=1)[NH:22][C:23](=[O:32])[C:24]1[C:29]([Cl:30])=[CH:28][CH:27]=[CH:26][C:25]=1[Cl:31]>>[CH3:18][O:19][C:20](=[O:48])[C@H:21]([CH2:33][C:34]1[CH:35]=[CH:36][C:37]([C:4]2[C:5]([O:13][CH3:14])=[CH:6][CH:7]=[C:8]([O:9][CH2:10][O:11][CH3:12])[C:3]=2[O:2][CH3:1])=[CH:38][CH:39]=1)[NH:22][C:23](=[O:32])[C:24]1[C:25]([Cl:31])=[CH:26][CH:27]=[CH:28][C:29]=1[Cl:30]. Procedure details: 2,6-Dimethoxy-3-methoxymethoxybenzeneboronic acid and N-(2,6-dichlorobenzoyl)-O-(trifluoromethanesulfonyl)-L-tyrosine methyl ester were coupled by a similar method as described in Example 7-2) to give N-(2,6-dichlorobenzoyl)-4-(2,6-dimethoxy-3-methoxymethoxyphenyl)-L-phenylalanine methyl ester. Starting materials: Cl, O=N[O-], Nc1ccc(Sc2ccccc2)cn1, [Na+], [Na+], [OH-], O. Product: Clc1ccc(Sc2ccccc2)cn1. As a reaction SMILES: [ClH:15].[N:16]([O-:17])=[O:18].[NH2:1][c:2]1[n:3][cH:4][c:5]([S:8][c:9]2[cH:10][cH:11][cH:12][cH:13][cH:14]2)[cH:6][cH:7]1.[Na+:19].[Na+:21].[OH-:20].[OH2:22]>>[c:2]1([Cl:15])[n:3][cH:4][c:5]([S:8][c:9]2[cH:10][cH:11][cH:12][cH:13][cH:14]2)[cH:6][cH:7]1. Reactants: C(#N)C1=C(C(=O)C(=C(C1=O)Cl)Cl)C#N (DDQ), COC=1C=CC2=C(CCC=3C(=NN(C23)C2=CC=C(C=C2)S(=O)(=O)N)C(F)(F)F)C1 (4-[4,5-dihydro-7-methoxy-3-(trifluoromethyl)-1H-benz[g]indazol-1-yl]benzenesulfonamide), C(#N)C1=C(C(=O)C(=C(C1=O)Cl)Cl)C#N (DDQ), C(#N)C1=C(C(=O)C(=C(C1=O)Cl)Cl)C#N (DDQ), C1(O)=CC=C(O)C=C1 (hydroquinone). The solvent is O1CCOCC1 (1,4-dioxane). The product is COC=1C=CC=2C(=CC=C3C(=NN(C23)C2=CC=C(C=C2)S(=O)(=O)N)C(F)(F)F)C1 (4-[7-methoxy-3-(trifluoromethyl)-1H-benz[g]indazol-1-yl]benzenesulfonamide). Yield: 87.0%. RXN SMILES: [CH3:1][O:2][C:3]1[CH:4]=[CH:5][C:6]2[C:14]3[N:13]([C:15]4[CH:20]=[CH:19][C:18]([S:21]([NH2:24])(=[O:23])=[O:22])=[CH:17][CH:16]=4)[N:12]=[C:11]([C:25]([F:28])([F:27])[F:26])[C:10]=3[CH2:9][CH2:8][C:7]=2[CH:29]=1.C(C1C(=O)C(Cl)=C(Cl)C(=O)C=1C#N)#N.C1(C=CC(O)=CC=1)O>O1CCOCC1>[CH3:1][O:2][C:3]1[CH:4]=[CH:5][C:6]2[C:7]([CH:29]=1)=[CH:8][CH:9]=[C:10]1[C:14]=2[N:13]([C:15]2[CH:20]=[CH:19][C:18]([S:21]([NH2:24])(=[O:23])=[O:22])=[CH:17][CH:16]=2)[N:12]=[C:11]1[C:25]([F:28])([F:26])[F:27]. Procedure details: 4-[4,5-Dihydro-7-methoxy-3-(trifluoromethyl)-1H-benz[g]indazol-1-yl]benzenesulfonamide from Step 2 (1.27 g, 3.0 mmol) was dissolved in 1,4-dioxane (200 ml), and DDQ (681 mg, 3.0 mmol) was added. The reaction was heated to reflux for 16 hours at which time a second equivalent of DDQ (681 mg, 3.0 mmol) was added and the reaction was heated to reflux for an additional 24 hours. At three successive 24 hour intervals, 3.0 mmol additional DDQ was added and heating continued until no starting material ... Starting materials: N(=NC(=O)OC(C)C)C(=O)OC(C)C (diisopropyl azodicarboxylate), C1=CC=C(C=C1)P(C2=CC=CC=C2)C3=CC=CC=C3 (PPh3), FC1=C2C=C(NC2=CC=C1)C1=C(C=CC(=N1)C=1C(=CC2=C(C(=C(O2)C2=CC=C(C=C2)F)C(=O)NC)C1)N(S(=O)(=O)C)C)CO (5-(6-(4-fluoro-1H-indol-2-yl)-5-(hydroxymethyl)pyridin-2-yl)-2-(4-fluorophenyl)-N-methyl-6-(N-methylmethylsulfonamido)benzofuran-3-carboxamide). Run in C1CCOC1 (THF). Run at time 8 hour. Product: FC=1C=2C=C3N(C2C=CC1)CC1=C3N=C(C=C1)C=1C(=CC3=C(C(=C(O3)C3=CC=C(C=C3)F)C(=O)NC)C1)N(S(=O)(=O)C)C (5-(10-fluoro-5H-pyrido[2′,3′:3,4]pyrrolo[1,2-a]indol-2-yl)-2-(4-fluorophenyl)-N-methyl-6-(N-methylmethylsulfonamido)benzofuran-3-carboxamide). Yield: 85.4%. RXN SMILES: [F:1][C:2]1[CH:10]=[CH:9][CH:8]=[C:7]2[C:3]=1[CH:4]=[C:5]([C:11]1[N:16]=[C:15]([C:17]3[C:18]([N:37]([CH3:42])[S:38]([CH3:41])(=[O:40])=[O:39])=[CH:19][C:20]4[O:24][C:23]([C:25]5[CH:30]=[CH:29][C:28]([F:31])=[CH:27][CH:26]=5)=[C:22]([C:32]([NH:34][CH3:35])=[O:33])[C:21]=4[CH:36]=3)[CH:14]=[CH:13][C:12]=1[CH2:43]O)[NH:6]2.N(C(OC(C)C)=O)=NC(OC(C)C)=O.C1C=CC(P(C2C=CC=CC=2)C2C=CC=CC=2)=CC=1>C1COCC1>[F:1][C:2]1[C:3]2[CH:4]=[C:5]3[C:11]4[N:16]=[C:15]([C:17]5[C:18]([N:37]([CH3:42])[S:38]([CH3:41])(=[O:39])=[O:40])=[CH:19][C:20]6[O:24][C:23]([C:25]7[CH:26]=[CH:27][C:28]([F:31])=[CH:29][CH:30]=7)=[C:22]([C:32]([NH:34][CH3:35])=[O:33])[C:21]=6[CH:36]=5)[CH:14]=[CH:13][C:12]=4[CH2:43][N:6]3[C:7]=2[CH:8]=[CH:9][CH:10]=1. Reported procedure: 5-(6-(4-fluoro-1H-indol-2-yl)-5-(hydroxymethyl)pyridin-2-yl)-2-(4-fluorophenyl)-N-methyl-6-(N-methylmethylsulfonamido)benzofuran-3-carboxamide (280 mg, 0.45 mmol) was dissolved in THF (8 mL). To the resulting mixture was added diisopropyl azodicarboxylate (184 mg, 0.91 mmol) and PPh3 (238 mg, 0.91 mmol). The resulting mixture was stirred at RT overnight. Preparative TLC gave 5-(10-fluoro-5H-pyrido[2′,3′:3,4]pyrrolo[1,2-a]indol-2-yl)-2-(4-fluorophenyl)-N-methyl-6-(N-methylmethylsulfonamido)benzof... Starting materials: C(=O)C1=C(C=C(C#N)C=C1)S(=O)(=O)CC (4-formyl-3-(ethylsulfonyl)benzonitrile), FC(C=1C=C(C=CC1)NC(=O)N)(F)F (1-[3-(trifluoromethyl)phenyl]urea), C(CC(=O)C)(=O)OCC=C (allyl acetoacetate), P(=O)(OCC)(OCC)OCC (Triethyl phosphate), O=P12OP3(=O)OP(=O)(O1)OP(=O)(O2)O3 (diphosphorus pentoxide). Run in CC(C)(C)OC (MTBE). Conditions: temperature 90 celsius. Product: C(#N)C1=CC(=C(C=C1)C1NC(N(C(=C1C(=O)OCC=C)C)C1=CC(=CC=C1)C(F)(F)F)=O)S(=O)(=O)CC (Allyl (rac)-4-[4-cyano-2-(ethylsulfonyl)phenyl]-6-methyl-2-oxo-1-[3-(trifluoromethyl)phenyl]-1,2,3,4-tetrahydropyrimidine-5-carboxylate). RXN SMILES: P(OCC)(OCC)(OCC)=O.O=P12OP3(OP(OP(O3)(O1)=O)(=O)O2)=O.[CH:26]([C:28]1[CH:35]=[CH:34][C:31]([C:32]#[N:33])=[CH:30][C:29]=1[S:36]([CH2:39][CH3:40])(=[O:38])=[O:37])=O.[F:41][C:42]([F:54])([F:53])[C:43]1[CH:44]=[C:45]([NH:49][C:50]([NH2:52])=[O:51])[CH:46]=[CH:47][CH:48]=1.[C:55]([O:61][CH2:62][CH:63]=[CH2:64])(=[O:60])[CH2:56][C:57]([CH3:59])=O>CC(OC)(C)C>[C:32]([C:31]1[CH:34]=[CH:35][C:28]([CH:26]2[C:56]([C:55]([O:61][CH2:62][CH:63]=[CH2:64])=[O:60])=[C:57]([CH3:59])[N:49]([C:45]3[CH:46]=[CH:47][CH:48]=[C:43]([C:42]([F:53])([F:54])[F:41])[CH:44]=3)[C:50](=[O:51])[NH:52]2)=[C:29]([S:36]([CH2:39][CH3:40])(=[O:38])=[O:37])[CH:30]=1)#[N:33]. Procedure: The reaction was carried out under argon. Triethyl phosphate (0.718 g, 3.9 mmol) and diphosphorus pentoxide (0.511 g) were stirred at 40° C. overnight. The mixture was then diluted with MTBE (30 ml), and 4-formyl-3-(ethylsulfonyl)benzonitrile (0.88 g, 3.94 mmol), 1-[3-(trifluoromethyl)phenyl]urea (0.805 g, 3.94 mmol) and allyl acetoacetate (0.841 g, 5.91 mmol; 1.5 eq.) were added. The mixture was then stirred under reflux for 4 h. The reaction mixture was then concentrated by distillative remova... Starting materials: CC(C)(C)O, CC1(C)CCCc2cccc(O)c21, CC(=O)O, O. Yields the product CC(C)(C)c1ccc2c(c1O)C(C)(C)CCC2. Reaction SMILES: [CH3:14][C:15]([CH3:16])([CH3:17])[OH:18].[CH3:1][C:2]1([CH3:13])[CH2:3][CH2:4][CH2:5][c:6]2[cH:7][cH:8][cH:9][c:10]([OH:12])[c:11]21.[CH3:20][C:21](=[O:22])[OH:23].[OH2:19]>>[CH3:1][C:2]1([CH3:13])[CH2:3][CH2:4][CH2:5][c:6]2[cH:7][cH:8][c:9]([C:15]([CH3:14])([CH3:16])[CH3:17])[c:10]([OH:12])[c:11]21. Reactants: CC(C)C(O)(c1cccc(Br)c1)c1cn(C(c2ccccc2)(c2ccccc2)c2ccccc2)cn1, OB(O)c1ccc(F)cc1F, [Na+], [Na+], O=C([O-])[O-], c1ccc(P(c2ccccc2)(c2ccccc2)[Pd](P(c2ccccc2)(c2ccccc2)c2ccccc2)(P(c2ccccc2)(c2ccccc2)c2ccccc2)P(c2ccccc2)(c2ccccc2)c2ccccc2)cc1. Yields the product CC(C)C(O)(c1cccc(-c2ccc(F)cc2F)c1)c1cn(C(c2ccccc2)(c2ccccc2)c2ccccc2)cn1. As a reaction SMILES: [Br:1][c:2]1[cH:3][c:4]([C:8]([CH:9]([CH3:10])[CH3:11])([OH:12])[c:13]2[n:14][cH:15][n:16]([C:18]([c:19]3[cH:20][cH:21][cH:22][cH:23][cH:24]3)([c:25]3[cH:26][cH:27][cH:28][cH:29][cH:30]3)[c:31]3[cH:32][cH:33][cH:34][cH:35][cH:36]3)[cH:17]2)[cH:5][cH:6][cH:7]1.[F:37][c:38]1[c:39]([B:45]([OH:46])[OH:47])[cH:40][cH:41][c:42]([F:44])[cH:43]1.[Na+:48].[Na+:49].[O-:50][C:51](=[O:52])[O-:53].[cH:54]1[cH:55][cH:56][c:57]([P:58]([Pd:59]([P:60]([c:61]2[cH:62][cH:63][cH:64][cH:65][cH:66]2)([c:67]2[cH:68][cH:69][cH:70][cH:71][cH:72]2)[c:73]2[cH:74][cH:75][cH:76][cH:77][cH:78]2)([P:79]([c:80]2[cH:81][cH:82][cH:83][cH:84][cH:85]2)([c:86]2[cH:87][cH:88][cH:89][cH:90][cH:91]2)[c:92]2[cH:93][cH:94][cH:95][cH:96][cH:97]2)[P:98]([c:99]2[cH:100][cH:101][cH:102][cH:103][cH:104]2)([c:105]2[cH:106][cH:107][cH:108][cH:109][cH:110]2)[c:111]2[cH:112][cH:113][cH:114][cH:115][cH:116]2)([c:117]2[cH:118][cH:119][cH:120][cH:121][cH:122]2)[c:123]2[cH:124][cH:125][cH:126][cH:127][cH:128]2)[cH:129][cH:130]1>>[c:2]1(-[c:39]2[c:38]([F:37])[cH:43][c:42]([F:44])[cH:41][cH:40]2)[cH:3][c:4]([C:8]([CH:9]([CH3:10])[CH3:11])([OH:12])[c:13]2[n:14][cH:15][n:16]([C:18]([c:19]3[cH:20][cH:21][cH:22][cH:23][cH:24]3)([c:25]3[cH:26][cH:27][cH:28][cH:29][cH:30]3)[c:31]3[cH:32][cH:33][cH:34][cH:35][cH:36]3)[cH:17]2)[cH:5][cH:6][cH:7]1. Starting materials: C(CC)S(=O)(=O)Cl (propanesulfonyl chloride), OC(CN)(C)C1=CC=C(C=C1)[N+](=O)[O-] (2-hydroxy-2-(4-nitrophenyl)propylamine), C1CCC2=NCCCN2CC1 (DBU). Solvent: C(Cl)Cl (CH2Cl2), C(Cl)Cl (CH2Cl2). Run at time 8 hour. Product: OC(CNS(=O)(=O)C(C)C)(C)C1=CC=C(C=C1)[N+](=O)[O-] ([2-Hydroxy-2-(4-nitrophenyl)propyl][(methylethyl)sulfonyl]amine). The yield is 16.0%. As a reaction SMILES: [CH2:1]([S:4](Cl)(=[O:6])=[O:5])[CH2:2]C.[OH:8][C:9]([C:13]1[CH:18]=[CH:17][C:16]([N+:19]([O-:21])=[O:20])=[CH:15][CH:14]=1)([CH3:12])[CH2:10][NH2:11].[CH2:22]1CCN2C(=NCCC2)CC1>C(Cl)Cl>[OH:8][C:9]([C:13]1[CH:18]=[CH:17][C:16]([N+:19]([O-:21])=[O:20])=[CH:15][CH:14]=1)([CH3:12])[CH2:10][NH:11][S:4]([CH:1]([CH3:2])[CH3:22])(=[O:5])=[O:6]. Procedure: In a 500 mL, 3 neck flask fitted with a stirrer and thermometer, 2.98 g. of propanesulfonyl chloride was added dropwise to 3.92 g. of 2-hydroxy-2-(4-nitrophenyl)propylamine and 3.19 g. of DBU in CH2Cl2 (200 mL) while stirring at 0° C. under a nitrogen atmosphere. The reaction was allowed to warm to room temperature and stirred overnight at this temperature. In the morning, reaction was diluted with CH2Cl2 (100 mL) and the organic layer was washed two times with H2O, dried over Na2SO4, and concen...